From a dataset of the Open Reaction Database (ORD), a public repository of structured organic reaction records. describe an organic reaction: reactants, conditions, products, and yield Reaction conditions: temperature 100 celsius, time 30 minute. Solvent: COCCOC (DME), O (water). As a reaction SMILES: Br[C:2]1[CH:7]=[CH:6][C:5]([S:8]([NH:11][C:12]2[CH:17]=[C:16]([N:18]3[CH2:23][C@H:22]([CH3:24])[NH:21][C@H:20]([CH3:25])[CH2:19]3)[CH:15]=[CH:14][C:13]=2[O:26][CH3:27])(=[O:10])=[O:9])=[CH:4][CH:3]=1.[O:28]1[CH:32]=[CH:31][C:30](B(O)O)=[CH:29]1.CC(C)([O-])C.[K+]>COCCOC.O.C1C=CC([P]([Pd]([P](C2C=CC=CC=2)(C2C=CC=CC=2)C2C=CC=CC=2)([P](C2C=CC=CC=2)(C2C=CC=CC=2)C2C=CC=CC=2)[P](C2C=CC=CC=2)(C2C=CC=CC=2)C2C=CC=CC=2)(C2C=CC=CC=2)C2C=CC=CC=2)=CC=1>[CH3:25][C@H:20]1[NH:21][C@@H:22]([CH3:24])[CH2:23][N:18]([C:16]2[CH:15]=[CH:14][C:13]([O:26][CH3:27])=[C:12]([NH:11][S:8]([C:5]3[CH:6]=[CH:7][C:2]([C:30]4[CH:31]=[CH:32][O:28][CH:29]=4)=[CH:3][CH:4]=3)(=[O:10])=[O:9])[CH:17]=2)[CH2:19]1 |f:2.3,^1:52,54,73,92|. Product: C[C@@H]1CN(C[C@@H](N1)C)C=1C=CC(=C(C1)NS(=O)(=O)C1=CC=C(C=C1)C1=COC=C1)OC (N-[5-(cis-3,5-Dimethyl-1-piperazinyl)-2-(methyloxy)phenyl]-4-(3-furanyl)benzenesulfonamide). Procedure: To a mixture of 4-bromo-N-[5-(cis-3,5-dimethyl-1-piperazinyl)-2-(methyloxy)phenyl]benzenesulfonamide (E106) (100 mg, 0.22 mmol) and 3-furanylboronic acid (54 mg, 0.48 mmol) in DME (3 ml) was added potassium tert-butoxide (220 mg, 1.96 mmol) and tetrakis(triphenylphosphine)palladium(0) (15 mg, 0.01 mmol) in water (1 ml) and the resulting mixture stirred in a microwave (set at high absorbance) at 100° C. for 30 minutes. The resulting mixture was purified by SCX followed by mass directed autoprep H... The reagents and catalysts are C=1C=CC(=CC1)[P](C=2C=CC=CC2)(C=3C=CC=CC3)[Pd]([P](C=4C=CC=CC4)(C=5C=CC=CC5)C=6C=CC=CC6)([P](C=7C=CC=CC7)(C=8C=CC=CC8)C=9C=CC=CC9)[P](C=1C=CC=CC1)(C=1C=CC=CC1)C=1C=CC=CC1 (tetrakis(triphenylphosphine)palladium(0)). The reactants are BrC1=CC=C(C=C1)S(=O)(=O)NC1=C(C=CC(=C1)N1C[C@H](N[C@H](C1)C)C)OC (4-bromo-N-[5-(cis-3,5-dimethyl-1-piperazinyl)-2-(methyloxy)phenyl]benzenesulfonamide), O1C=C(C=C1)B(O)O (3-furanylboronic acid), CC(C)([O-])C.[K+] (potassium tert-butoxide).